describe an organic reaction: reactants, conditions, products, and yield From a dataset of the Open Reaction Database (ORD), a public repository of structured organic reaction records. Reactants: CC(C)(C)OC(=O)NN, CO, O=Cc1ccc(-c2ccccn2)cc1. Product: CC(C)(C)OC(=O)NN=Cc1ccc(-c2ccccn2)cc1. Reaction SMILES: [C:1]([NH:2][NH2:3])(=[O:4])[O:5][C:6]([CH3:7])([CH3:8])[CH3:9].[CH3:24][OH:25].[n:10]1[c:11](-[c:16]2[cH:17][cH:18][c:19]([CH:20]=[O:21])[cH:22][cH:23]2)[cH:12][cH:13][cH:14][cH:15]1>>[C:1]([NH:2][N:3]=[CH:20][c:19]1[cH:18][cH:17][c:16](-[c:11]2[n:10][cH:15][cH:14][cH:13][cH:12]2)[cH:23][cH:22]1)(=[O:4])[O:5][C:6]([CH3:7])([CH3:8])[CH3:9]. Starting materials: CC(=O)O, CCO, [Na], CC(=O)C(C(=O)c1ccccc1)=C1CCCCN1. The product is O=C(C=C1CCCCN1)c1ccccc1. Reaction SMILES: [CH3:20][C:21](=[O:22])[OH:23].[CH3:24][CH2:25][OH:26].[Na:19].[c:1]1([C:7]([C:8]([C:9](=[O:10])[CH3:11])=[C:12]2[NH:13][CH2:14][CH2:15][CH2:16][CH2:17]2)=[O:18])[cH:2][cH:3][cH:4][cH:5][cH:6]1>>[c:1]1([C:7]([CH:8]=[C:12]2[NH:13][CH2:14][CH2:15][CH2:16][CH2:17]2)=[O:18])[cH:2][cH:3][cH:4][cH:5][cH:6]1. Starting materials: C=O, CCO, Sc1ccc(Cl)cc1, CCN(Cc1ccc(Cl)nc1)C(=C[N+](=O)[O-])NC. Product: CCN(Cc1ccc(Cl)nc1)C(NC)=C(CSc1ccc(Cl)cc1)[N+](=O)[O-]. As a reaction SMILES: [CH2:27]=[O:28].[CH3:29][CH2:30][OH:31].[Cl:19][c:20]1[cH:21][cH:22][c:23]([SH:26])[cH:24][cH:25]1.[Cl:1][c:2]1[cH:3][cH:4][c:5]([CH2:8][N:9]([CH2:10][CH3:11])[C:12](=[CH:13][N+:14](=[O:15])[O-:16])[NH:17][CH3:18])[cH:6][n:7]1>>[Cl:1][c:2]1[cH:3][cH:4][c:5]([CH2:8][N:9]([CH2:10][CH3:11])[C:12](=[C:13]([N+:14](=[O:15])[O-:16])[CH2:27][S:26][c:23]2[cH:22][cH:21][c:20]([Cl:19])[cH:25][cH:24]2)[NH:17][CH3:18])[cH:6][n:7]1. Reactants: CCCCCCCCO, C=COC(C)=O, Cc1ccccc1, C=COCCCCCCCC, [Na+], O=C([O-])O. RXN SMILES: [CH2:6]([CH2:7][CH2:8][CH2:9][CH2:10][CH2:11][CH2:12][CH3:13])[OH:14].[CH3:15][C:16](=[O:17])[O:18][CH:19]=[CH2:20].[CH3:32][c:33]1[cH:34][cH:35][cH:36][cH:37][cH:38]1.[CH:21]([O:22][CH2:23][CH2:24][CH2:25][CH2:26][CH2:27][CH2:28][CH2:29][CH3:30])=[CH2:31].[Na+:1].[OH:2][C:3](=[O:4])[O-:5]>>[CH2:6]([CH2:7][CH2:8][CH2:9][CH2:10][CH2:11][CH2:12][CH3:13])[O:14][C:16]([CH3:15])=[O:17]. The product is CCCCCCCCOC(C)=O. As a reaction SMILES: [O:1]1[CH:5]=[CH:4][C:3]([C:6]2[CH:7]=[C:8]3[N:14]=[CH:13][N:12]([C:15]4[CH:20]=[CH:19][CH:18]=[C:17](B5OC(C)(C)C(C)(C)O5)[CH:16]=4)[C:9]3=[N:10][CH:11]=2)=[CH:2]1.Br[C:31]1[CH:38]=[CH:37][CH:36]=[CH:35][C:32]=1[C:33]#[N:34].P([O-])([O-])([O-])=O.[K+].[K+].[K+]>CN(C)C=O.ClCCl.CO.C1C=CC([P]([Pd]([P](C2C=CC=CC=2)(C2C=CC=CC=2)C2C=CC=CC=2)([P](C2C=CC=CC=2)(C2C=CC=CC=2)C2C=CC=CC=2)[P](C2C=CC=CC=2)(C2C=CC=CC=2)C2C=CC=CC=2)(C2C=CC=CC=2)C2C=CC=CC=2)=CC=1>[O:1]1[CH:5]=[CH:4][C:3]([C:6]2[CH:7]=[C:8]3[N:14]=[CH:13][N:12]([C:15]4[CH:16]=[C:17]([C:31]5[C:32]([C:33]#[N:34])=[CH:35][CH:36]=[CH:37][CH:38]=5)[CH:18]=[CH:19][CH:20]=4)[C:9]3=[N:10][CH:11]=2)=[CH:2]1 |f:2.3.4.5,^1:60,62,81,100|. Procedure: A degassed mixture of crude 6-(furan-3-yl)-3-[3-(4,4,5,5-tetramethyl-[1,3,2]dioxaborolan-2-yl)phenyl]-3H-imidazo[4,5-b]pyridine (85 mg), 2-bromobenzonitrile (54 mg, 0.3 mmol), tetrakis(triphenylphosphine)palladium(0) (10 mg) and potassium phosphate (85 mg, 0.4 mmol) in N,N-dimethylformamide (1.5 ml) was heated at 80° C. for 16 hours. The reaction was cooled to ambient temperature, diluted with dichloromethane (10 ml) and methanol (10 ml) and pre-adsorbed onto silica. Purification by silica gel c... The reactants are O1C=C(C=C1)C=1C=C2C(=NC1)N(C=N2)C2=CC(=CC=C2)B2OC(C(O2)(C)C)(C)C (6-(furan-3-yl)-3-[3-(4,4,5,5-tetramethyl-[1,3,2]dioxaborolan-2-yl)phenyl]-3H-imidazo[4,5-b]pyridine), BrC1=C(C#N)C=CC=C1 (2-bromobenzonitrile), P(=O)([O-])([O-])[O-].[K+].[K+].[K+] (potassium phosphate). The reagents and catalysts are C=1C=CC(=CC1)[P](C=2C=CC=CC2)(C=3C=CC=CC3)[Pd]([P](C=4C=CC=CC4)(C=5C=CC=CC5)C=6C=CC=CC6)([P](C=7C=CC=CC7)(C=8C=CC=CC8)C=9C=CC=CC9)[P](C=1C=CC=CC1)(C=1C=CC=CC1)C=1C=CC=CC1 (tetrakis(triphenylphosphine)palladium(0)). Run in ClCCl (dichloromethane), CO (methanol), CN(C=O)C (N,N-dimethylformamide). The product is O1C=C(C=C1)C=1C=C2C(=NC1)N(C=N2)C=2C=C(C=CC2)C=2C(=CC=CC2)C#N (3′-[6-(Furan-3-yl)imidazo[4,5-b]pyridin-3-yl]biphenyl-2-carbonitrile). Reaction conditions: temperature 80 celsius. Isolated yield 39.0%. Starting materials: C1CCOC1, CNC(=O)c1cc(Oc2ccc3nc(S(C)=O)oc3c2)ccn1, NCC1CCCCC1. Product: CNC(=O)c1cc(Oc2ccc3nc(NCC4CCCCC4)oc3c2)ccn1. As a reaction SMILES: [CH2:32]1[O:33][CH2:34][CH2:35][CH2:36]1.[CH3:1][S:2](=[O:3])[c:4]1[o:5][c:6]2[c:7]([n:8]1)[cH:9][cH:10][c:11]([O:13][c:14]1[cH:15][c:16]([C:20](=[O:21])[NH:22][CH3:23])[n:17][cH:18][cH:19]1)[cH:12]2.[CH:24]1([CH2:30][NH2:31])[CH2:25][CH2:26][CH2:27][CH2:28][CH2:29]1>>[c:4]1([NH:31][CH2:30][CH:24]2[CH2:25][CH2:26][CH2:27][CH2:28][CH2:29]2)[o:5][c:6]2[c:7]([n:8]1)[cH:9][cH:10][c:11]([O:13][c:14]1[cH:15][c:16]([C:20](=[O:21])[NH:22][CH3:23])[n:17][cH:18][cH:19]1)[cH:12]2. Reactants: C16H14N4O, C(#N)C1=CC=C(OCC(=O)O)C=C1 (4-cyanophenoxyacetic acid), NC1=NC(=CC=C1NC)C (2-amino-3-methylamino-6-methylpyridine), N,N′-carbonyldiimidazole. RXN SMILES: [C:1]([C:3]1[CH:13]=[CH:12][C:6]([O:7][CH2:8][C:9](O)=O)=[CH:5][CH:4]=1)#[N:2].[NH2:14][C:15]1[C:20]([NH:21][CH3:22])=[CH:19][CH:18]=[C:17]([CH3:23])[N:16]=1>O1CCCC1>[CH3:22][N:21]1[C:20]2[C:15](=[N:16][C:17]([CH3:23])=[CH:18][CH:19]=2)[N:14]=[C:9]1[CH2:8][O:7][C:6]1[CH:12]=[CH:13][C:3]([C:1]#[N:2])=[CH:4][CH:5]=1. Reported procedure: 11.4 g (63 mmol) of 4-cyanophenoxyacetic acid were dissolved in 200 mL of absolute tetrahydrofuran and mixed at room temperature with 10.2 g (63 mmol) of N,N′-carbonyldiimidazole. After 15 minutes at 60° C., 5.70 g (41.5 mmol) of 2-amino-3-methylamino-6-methylpyridine were added. After 2 hours at 60° C., the solvent was distilled off and the crystalline residue was mixed with water, washed with water, and dried. After crystallization from ethanol, 9.95 g (91% of theory) were obtained in the form... Conditions: time 15 minute. Run in O1CCCC1 (tetrahydrofuran). Yields the product CN1C(=NC2=NC(=CC=C21)C)COC2=CC=C(C=C2)C#N (1,5-Dimethyl-2-[(4-cyanophenyl)oxymethyl]imidazo[4,5-b]pyridine). The reactants are CO, [K+], [OH-], O, O=Cc1c2ccccc2cc2ccccc12, Cc1ccc2ccccc2[n+]1[O-]. Yields the product c1ccc2cc3ccccc3cc2c1. As a reaction SMILES: [CH3:32][OH:33].[K+:30].[OH-:29].[OH2:31].[cH:13]1[cH:14][cH:15][cH:16][c:17]2[cH:18][c:19]3[cH:20][cH:21][cH:22][cH:23][c:24]3[c:25]([CH:27]=[O:28])[c:26]12.[n+:1]1([O-:2])[c:3]([CH3:12])[cH:4][cH:5][c:6]2[c:7]1[cH:8][cH:9][cH:10][cH:11]2>>[cH:13]1[cH:14][cH:15][cH:16][c:17]2[cH:18][c:19]3[cH:20][cH:21][cH:22][cH:23][c:24]3[cH:25][c:26]12. The reactants are CO, CC(CCc1ccc(-c2ccnc(NC3CC(C)(C)NC(C)(C)C3)n2)cc1)N=[N+]=[N-]. Product: CC(N)CCc1ccc(-c2ccnc(NC3CC(C)(C)NC(C)(C)C3)n2)cc1. RXN SMILES: [CH3:31][OH:32].[N:1](=[N+:2]=[N-:3])[CH:4]([CH2:5][CH2:6][c:7]1[cH:8][cH:9][c:10](-[c:13]2[n:14][c:15]([NH:19][CH:20]3[CH2:21][C:22]([CH3:28])([CH3:29])[NH:23][C:24]([CH3:26])([CH3:27])[CH2:25]3)[n:16][cH:17][cH:18]2)[cH:11][cH:12]1)[CH3:30]>>[NH2:1][CH:4]([CH2:5][CH2:6][c:7]1[cH:8][cH:9][c:10](-[c:13]2[n:14][c:15]([NH:19][CH:20]3[CH2:21][C:22]([CH3:28])([CH3:29])[NH:23][C:24]([CH3:26])([CH3:27])[CH2:25]3)[n:16][cH:17][cH:18]2)[cH:11][cH:12]1)[CH3:30].